From a dataset of the Open Reaction Database (ORD), a public repository of structured organic reaction records. describe an organic reaction: reactants, conditions, products, and yield The reactants are CCCCBr, CC(C)(C)OC(=O)NC(Cc1ccccc1)C(O)CN, CCOCC, CN(C)C=O. The product is CCCCNCC(O)C(Cc1ccccc1)NC(=O)OC(C)(C)C. RXN SMILES: [Br:21][CH2:22][CH2:23][CH2:24][CH3:25].[C:1](=[O:2])([O:3][C:4]([CH3:5])([CH3:6])[CH3:7])[NH:8][CH:9]([CH:10]([CH2:11][NH2:12])[OH:13])[CH2:14][c:15]1[cH:16][cH:17][cH:18][cH:19][cH:20]1.[CH2:26]([O:27][CH2:28][CH3:29])[CH3:30].[CH3:31][N:32]([CH3:33])[CH:34]=[O:35]>>[C:1](=[O:2])([O:3][C:4]([CH3:5])([CH3:6])[CH3:7])[NH:8][CH:9]([CH:10]([CH2:11][NH:12][CH2:22][CH2:23][CH2:24][CH3:25])[OH:13])[CH2:14][c:15]1[cH:16][cH:17][cH:18][cH:19][cH:20]1. Reactants: CC(C)([C@@H](C)O)O ((R)-2-methyl-butane-2,3-diol), [H-].[Na+] (sodium hydride), ClC1=NC=C(C(=N1)Cl)I (2,4-dichloro-5-iodo-pyrimidine), [Na+].[Cl-] (NaCl), ice. Solvent: C(C)OCC (diethyl ether), C(C)#N (acetonitrile). Conditions: time 10 minute. Product: ClC1=NC=C(C(=N1)O[C@@H](C(C)(O)C)C)I ((R)-3-(2-Chloro-5-iodo-pyrimidin-4-yloxy)-2-methyl-butan-2-ol). Yield: 41.0%. Reaction SMILES: [H-].[Na+].[CH3:3][C:4]([OH:9])([C@H:6]([OH:8])[CH3:7])[CH3:5].[Cl:10][C:11]1[N:16]=[C:15](Cl)[C:14]([I:18])=[CH:13][N:12]=1.[Na+].[Cl-]>C(OCC)C.C(#N)C>[Cl:10][C:11]1[N:16]=[C:15]([O:8][C@H:6]([CH3:7])[C:4]([CH3:5])([OH:9])[CH3:3])[C:14]([I:18])=[CH:13][N:12]=1 |f:0.1,4.5|. Procedure: 1.84 g (42.3 mmol) of sodium hydride (55%) was added in portions, with stirring at 0° C., to a solution of 4.40 g (42.3 mmol) (R)-2-methyl-butane-2,3-diol in 83 ml diethyl ether and was stirred for 10 minutes. It was stirred for a further 3 minutes at room temperature and the mixture was then added to an ice-cooled solution of 9.68 g (35.2 mmol) of 2,4-dichloro-5-iodo-pyrimidine in 97 ml acetonitrile. The mixture was stirred for 4 hours at 40° C. and, after cooling, ice and saturated NaCl soluti...